Dataset: the Open Reaction Database (ORD), a public repository of structured organic reaction records. Task: describe an organic reaction: reactants, conditions, products, and yield Reactants: CN[C@@H](CC1=CNC2=CC=CC=C12)C(=O)O (N-methyltryptophan), CO (MeOH), S(=O)(Cl)Cl (thionyl chloride). Conditions: temperature 60 celsius. Product: Cl.COC([C@@H](NC)CC1=CNC2=CC=C(C=C12)O)=O (N-methyl-5-hydroxytryptophan methyl ester hydrochloride). RXN SMILES: [CH3:1][NH:2][C@H:3]([C:14]([OH:16])=O)[CH2:4][C:5]1[C:13]2[C:8](=[CH:9][CH:10]=[CH:11][CH:12]=2)[NH:7][CH:6]=1.S(Cl)([Cl:19])=[O:18].[CH3:21][OH:22]>>[ClH:19].[CH3:21][O:22][C:14](=[O:16])[C@H:3]([CH2:4][C:5]1[C:13]2[C:8](=[CH:9][CH:10]=[C:11]([OH:18])[CH:12]=2)[NH:7][CH:6]=1)[NH:2][CH3:1] |f:3.4|. Procedure details: The protected tryptophan derivative from above (0.573 g, 1.00 mmol) was dissolved in DMF (3 mL) and the solution cooled in ice. Sodium hydride (60% oil dispersion, 0.048 g, 1.2 mmol) was added and the mixture stirred for 30 min. Iodomethane (0.093 mL, 1.5 mmol) was added and stirring continued for an additional hour. The reaction was then quenched with 10% citric acid (2 mL) and water (25 mL), and extracted with Et2O (100 mL). The extract was dried (MgSO4) and concentrated, and the residue purif...